Dataset: the Open Reaction Database (ORD), a public repository of structured organic reaction records. Task: describe an organic reaction: reactants, conditions, products, and yield Reactants: C1(CCCCN1)=O (valerolactam), [H-].[Na+] (NaH), suspension, BrC1C(C2=C(OC1(C)C)C=C(C(=C2)S(=O)(=O)C2=CC=C(C=C2)C)OC)O (3-bromo-3,4-dihydro-2,2-dimethyl-7-methoxy-6-(p-tolylsulfonyl)-2H-benzo [b]pyran-4ol), CS(=O)C (dimethyl sulfoxide). Reaction conditions: temperature 40 celsius, time 5 hour. The product is CC1([C@H]([C@@H](C2=C(O1)C=C(C(=C2)S(=O)(=O)C2=CC=C(C=C2)C)OC)N2C(CCCC2)=O)O)C (3,4-Dihydro-2,2-dimethyl-7-methoxy-6-(p-tolylsulfonyl)-trans-4-(2-oxo-1-piperidinyl)-2H -benzo[b]pyran-3-ol). As a reaction SMILES: Br[CH:2]1[C:7]([CH3:9])([CH3:8])[O:6][C:5]2[CH:10]=[C:11]([O:24][CH3:25])[C:12]([S:14]([C:17]3[CH:22]=[CH:21][C:20]([CH3:23])=[CH:19][CH:18]=3)(=[O:16])=[O:15])=[CH:13][C:4]=2[CH:3]1O.[C:27]1(=[O:33])[NH:32][CH2:31][CH2:30][CH2:29][CH2:28]1.[H-].[Na+].CS(C)=[O:38]>>[CH3:8][C:7]1([CH3:9])[O:6][C:5]2[CH:10]=[C:11]([O:24][CH3:25])[C:12]([S:14]([C:17]3[CH:22]=[CH:21][C:20]([CH3:23])=[CH:19][CH:18]=3)(=[O:15])=[O:16])=[CH:13][C:4]=2[C@@H:3]([N:32]2[CH2:31][CH2:30][CH2:29][CH2:28][C:27]2=[O:33])[C@@H:2]1[OH:38] |f:2.3|. Procedure: 5 g (0.011 mol) of 3-bromo-3,4-dihydro-2,2-dimethyl-7-methoxy-6-(p-tolylsulfonyl)-2H-benzo [b]pyran-4ol are dissolved in 32 ml of dimethyl sulfoxide, 4.9 g of valerolactam (0.0526 mol) and 0.8 g (0.033 mol) of NaH, 80 % suspension in oil, are added and the mixture is stirred for 5 hours at 40° C., poured on ice water and filtered with suction. The residue is boiled up several times with methanol. White crystals of melting point 261-63° C. The reactants are BrCC=1OC2=C(C1)C(=CC(=C2)C(=O)OCC)OC2=CC=C(C=C2)C(F)F (ethyl 2-(bromomethyl)-4-[4-(difluoromethyl)phenoxy]-1-benzofuran-6-carboxylate), CS(=O)C (DMSO). Yields the product FC(C1=CC=C(OC2=CC(=CC3=C2C=C(O3)C=O)C(=O)OCC)C=C1)F (Ethyl 4-[4-(difluoromethyl)phenoxy]-2-formyl-1-benzofuran-6-carboxylate). Yield: 81.0%. Reaction SMILES: Br[CH2:2][C:3]1[O:4][C:5]2[CH:11]=[C:10]([C:12]([O:14][CH2:15][CH3:16])=[O:13])[CH:9]=[C:8]([O:17][C:18]3[CH:23]=[CH:22][C:21]([CH:24]([F:26])[F:25])=[CH:20][CH:19]=3)[C:6]=2[CH:7]=1.CS(C)=[O:29]>>[F:25][CH:24]([F:26])[C:21]1[CH:22]=[CH:23][C:18]([O:17][C:8]2[C:6]3[CH:7]=[C:3]([CH:2]=[O:29])[O:4][C:5]=3[CH:11]=[C:10]([C:12]([O:14][CH2:15][CH3:16])=[O:13])[CH:9]=2)=[CH:19][CH:20]=1. Procedure details: A solution of ethyl 2-(bromomethyl)-4-[4-(difluoromethyl)phenoxy]-1-benzofuran-6-carboxylate (440 mg, 1.03 mmol) and IBX (579 mg, 2.07 mmol) in DMSO (2 mL) was heated at 65° C. for 3 h. The reaction was quenched with water and the product was extracted with CHCl3 (3×). The combined organic layers was washed with water (2×), dried over MgSO4 and concentrated. The product was purified via gradient silica gel chromatography using hexanes/EtOAc (100/0 to 50/50) to give the title compound (300 mg, 81... Starting materials: CC(C)N, CSc1ccc(C(=O)O)c([N+](=O)[O-])c1, O, Cl[Si](Cl)(Cl)Cl, c1ccncc1. Product: CSc1ccc(C(=O)NC(C)C)c([N+](=O)[O-])c1. Reaction SMILES: [CH3:15][CH:16]([CH3:17])[NH2:18].[CH3:1][S:2][c:3]1[cH:4][c:5]([N+:12](=[O:13])[O-:14])[c:6]([C:7](=[O:8])[OH:9])[cH:10][cH:11]1.[OH2:30].[Si:25]([Cl:26])([Cl:27])([Cl:28])[Cl:29].[cH:19]1[cH:20][cH:21][n:22][cH:23][cH:24]1>>[CH3:1][S:2][c:3]1[cH:4][c:5]([N+:12](=[O:13])[O-:14])[c:6]([C:7](=[O:9])[NH:18][CH:16]([CH3:15])[CH3:17])[cH:10][cH:11]1.